Dataset: the Open Reaction Database (ORD), a public repository of structured organic reaction records. Task: describe an organic reaction: reactants, conditions, products, and yield Yields the product BrCCC1=CC=C(C=C1)CC(=O)OCC (Ethyl [4-(2-Bromoethyl)phenyl]acetate). The reactants are BrCCC1=CC=C(C=C1)CC(=O)O ([4-(2-bromoethyl)phenyl]acetic acid), S(O)(O)(=O)=O (sulfuric acid), C(C)O (ethanol). As a reaction SMILES: [Br:1][CH2:2][CH2:3][C:4]1[CH:9]=[CH:8][C:7]([CH2:10][C:11]([OH:13])=[O:12])=[CH:6][CH:5]=1.S(=O)(=O)(O)O.[CH2:19](O)[CH3:20]>>[Br:1][CH2:2][CH2:3][C:4]1[CH:9]=[CH:8][C:7]([CH2:10][C:11]([O:13][CH2:19][CH3:20])=[O:12])=[CH:6][CH:5]=1. Procedure details: A solution of [4-(2-bromoethyl)phenyl]acetic acid (48.6 g., 0.2 mole) and sulfuric acid (1.5 ml.) in ethanol (400 ml.) is boiled under reflux for 6 hours. About 300 ml. of the ethanol is removed by distillation at reduced pressure. The residue is diluted with 400 ml. of water. The oily ester is taken up in ether, washed with water and brine, and dried over magnesium sulfate. Evaporation of the ether leaves the title compound as an oil which can be purified by distillation in vacuo. The reactants are ClC=1C=CC2=C(SC(=C2)S(=O)(=O)N2CC(N(CC2)CC2CCNCC2)=O)C1 (4-(6-chloro-benzo[b]thiophene-2-sulfonyl)-1-piperidin-4-ylmethyl-piperazin-2-one), C[Si](C)(C)N=C=O (trimethylsilyl isocyanate). Run in ClCCCl (1,2-dichloroethane), C1CCOC1 (THF). Reaction conditions: time 60 hour. The product is ClC=1C=CC2=C(SC(=C2)S(=O)(=O)N2CC(N(CC2)CC2CCN(CC2)C(=O)N)=O)C1 (4-[4-(6-chloro-benzo[b]thiophene-2-sulfonyl)-2-oxo-piperazin-1-ylmethyl]-piperidine-1-carboxylic acid amide). As a reaction SMILES: [Cl:1][C:2]1[CH:3]=[CH:4][C:5]2[CH:9]=[C:8]([S:10]([N:13]3[CH2:18][CH2:17][N:16]([CH2:19][CH:20]4[CH2:25][CH2:24][NH:23][CH2:22][CH2:21]4)[C:15](=[O:26])[CH2:14]3)(=[O:12])=[O:11])[S:7][C:6]=2[CH:27]=1.C[Si]([N:32]=[C:33]=[O:34])(C)C>ClCCCl.C1COCC1>[Cl:1][C:2]1[CH:3]=[CH:4][C:5]2[CH:9]=[C:8]([S:10]([N:13]3[CH2:18][CH2:17][N:16]([CH2:19][CH:20]4[CH2:21][CH2:22][N:23]([C:33]([NH2:32])=[O:34])[CH2:24][CH2:25]4)[C:15](=[O:26])[CH2:14]3)(=[O:12])=[O:11])[S:7][C:6]=2[CH:27]=1. Reported procedure: To a solution of 4-(6-chloro-benzo[b]thiophene-2-sulfonyl)-1-piperidin-4-ylmethyl-piperazin-2-one (20 mg, 0.047 mmol) in a mixture of 1,2-dichloroethane (1 mL) and THF (1 mL) is added trimethylsilyl isocyanate (0.006 mL, 0.05 mmol) and stirred 60 hours. The reaction is concentrated and purified by column chromatography (silica, 20% methanol/dichloromethane) to provide 4-[4-(6-chloro-benzo[b]thiophene-2-sulfonyl)-2-oxo-piperazin-1-ylmethyl]-piperidine-1-carboxylic acid amide. 1H NMR (300 MHz, CD3... Starting materials: CCC(CC)(C(N)=O)c1ccccc1OCc1ccccc1, CC#N, O=C(O[IH2](OC(=O)C(F)(F)F)c1ccccc1)C(F)(F)F, O. The product is CCC(N)(CC)c1ccccc1OCc1ccccc1. RXN SMILES: [CH2:1]([CH3:2])[C:3]([C:4]([NH2:5])=[O:6])([c:7]1[c:8]([O:13][CH2:14][c:15]2[cH:16][cH:17][cH:18][cH:19][cH:20]2)[cH:9][cH:10][cH:11][cH:12]1)[CH2:21][CH3:22].[CH3:44][C:45]#[N:46].[F:23][C:24]([F:25])([F:26])[C:27]([O:28][IH2:29]([c:30]1[cH:31][cH:32][cH:33][cH:34][cH:35]1)[O:36][C:37](=[O:38])[C:39]([F:40])([F:41])[F:42])=[O:43].[OH2:47]>>[CH2:1]([CH3:2])[C:3]([c:7]1[c:8]([O:13][CH2:14][c:15]2[cH:16][cH:17][cH:18][cH:19][cH:20]2)[cH:9][cH:10][cH:11][cH:12]1)([CH2:21][CH3:22])[NH2:46]. Procedure: Crude product of 6-hydroxyindazole-3-carboxylic acid (1.504 g) which can be prepared according to the method described in Reference example 16, etc. was dissolved in ethanol, cooled to 0° C., and then thionyl chloride (7.6 mL; manufactured by Wako Pure Chemical Industries, Ltd.) was added dropwise thereto. The reaction solution was stirred overnight at 60° C. After cooling to room temperature, disappearance of the reacting material and generation of the target compound was confirmed based on LCM... Conditions: temperature 0 celsius, time 8 hour. Starting materials: OC1=CC=C2C(=NNC2=C1)C(=O)O (6-hydroxyindazole-3-carboxylic acid), S(=O)(Cl)Cl (thionyl chloride), C(C)O (ethanol). As a reaction SMILES: [OH:1][C:2]1[CH:10]=[C:9]2[C:5]([C:6]([C:11]([OH:13])=[O:12])=[N:7][NH:8]2)=[CH:4][CH:3]=1.S(Cl)(Cl)=O.[CH2:18](O)[CH3:19]>>[OH:1][C:2]1[CH:10]=[C:9]2[C:5]([C:6]([C:11]([O:13][CH2:18][CH3:19])=[O:12])=[N:7][NH:8]2)=[CH:4][CH:3]=1. Product: OC1=CC=C2C(=NNC2=C1)C(=O)OCC (Ethyl 6-hydroxyindazole-3-carboxylate). Starting materials: Brc1cncnc1, [Li]CCCC, C[Sn](C)(C)Cl, CCCCCC, [Cl-], [NH4+], C1CCOC1, O. The product is C[Sn](C)(C)c1cncnc1. As a reaction SMILES: [Br:1][c:2]1[cH:3][n:4][cH:5][n:6][cH:7]1.[CH2:8]([Li:9])[CH2:10][CH2:11][CH3:12].[CH3:13][Sn:14]([CH3:15])([CH3:16])[Cl:17].[CH3:20][CH2:21][CH2:22][CH2:23][CH2:24][CH3:25].[Cl-:18].[NH4+:19].[O:27]1[CH2:28][CH2:29][CH2:30][CH2:31]1.[OH2:26]>>[c:2]1([Sn:14]([CH3:13])([CH3:15])[CH3:16])[cH:3][n:4][cH:5][n:6][cH:7]1. Starting materials: NC1=NC(=C2N=CN(C2=N1)[C@H]1C=C[C@H](C1)CO)Cl ((±)-(cis)-4-(2-amino-6-chloro-9H--purin-9-yl)-2-cyclopentene-1-methanol), N1CCCCC1 (piperidine), [OH-].[Na+] (sodium hydroxide). Run in C(C)O (ethanol). The product is Cl.Cl.NC1=NC(=C2N=CN(C2=N1)[C@H]1C=C[C@H](C1)CO)N1CCCCC1 ((±)-cis-4-(2-Amino-6-piperidino-9H-purin-9-yl)-2-cyclopentene-1-methanoldihydrochloride). As a reaction SMILES: [NH2:1][C:2]1[N:10]=[C:9]2[C:5]([N:6]=[CH:7][N:8]2[C@@H:11]2[CH2:15][C@H:14]([CH2:16][OH:17])[CH:13]=[CH:12]2)=[C:4]([Cl:18])[N:3]=1.[NH:19]1[CH2:24][CH2:23][CH2:22][CH2:21][CH2:20]1.[OH-].[Na+]>C(O)C>[ClH:18].[ClH:18].[NH2:1][C:2]1[N:10]=[C:9]2[C:5]([N:6]=[CH:7][N:8]2[C@@H:11]2[CH2:15][C@H:14]([CH2:16][OH:17])[CH:13]=[CH:12]2)=[C:4]([N:19]2[CH2:24][CH2:23][CH2:22][CH2:21][CH2:20]2)[N:3]=1 |f:2.3,5.6.7|. Procedure details: A solution of (±)-(cis)-4-(2-amino-6-chloro-9H--purin-9-yl)-2-cyclopentene-1-methanol from Example 4 (399 mg, 1.50 mmol) and piperidine (298 mg, 3.5 mmol) in absolute ethanol (10 mL) was refluxed under nitrogen for 1 hour. 1 N sodium hydroxide (1.5 mL) was added and the solution evaporated in dryness. The residue was chromatographed on silica gel. The title compound was eluted with 10% methanolchloroform as pale yellow glass (0.30 g). Precipitated as hydrochloride from acetonitrile; white powder... The reactants are COC1=NC(=NC(=C1)C)NC(OC)=O (methyl (4-methoxy-6-methylpyrimidin-2-yl)carbamate), C1(=CC=CC=C1)C (toluene), C[Al](C)C (trimethylaluminum), N1=CC=CC2=CC=CC(=C12)S(=O)(=O)N (8-quinolinesulfonamide). The solvent is C(Cl)Cl (methylene chloride). Conditions: time 45 minute. Yields the product COC1=NC(=NC(=C1)C)NC(=O)NS(=O)(=O)C=1C=CC=C2C=CC=NC12 (N-[(4-methoxy-6-methylpyrimidin-2-yl)aminocarbonyl]-8-quinolinesulfonamide). The yield is 47.8%. RXN SMILES: [N:1]1[C:10]2[C:5](=[CH:6][CH:7]=[CH:8][C:9]=2[S:11]([NH2:14])(=[O:13])=[O:12])[CH:4]=[CH:3][CH:2]=1.C1(C)C=CC=CC=1.C[Al](C)C.[CH3:26][O:27][C:28]1[CH:33]=[C:32]([CH3:34])[N:31]=[C:30]([NH:35][C:36](=O)[O:37]C)[N:29]=1>C(Cl)Cl>[CH3:26][O:27][C:28]1[CH:33]=[C:32]([CH3:34])[N:31]=[C:30]([NH:35][C:36]([NH:14][S:11]([C:9]2[CH:8]=[CH:7][CH:6]=[C:5]3[C:10]=2[N:1]=[CH:2][CH:3]=[CH:4]3)(=[O:12])=[O:13])=[O:37])[N:29]=1. Reported procedure: To a stirred mixture of 8-quinolinesulfonamide (4.2 g) in 100 ml methylene chloride is added a 2 M toluene solution of trimethylaluminum (15 ml). The resulting solution is stirred under N2 for 45 min. Solid methyl (4-methoxy-6-methylpyrimidin-2-yl)carbamate (4.0 g) is added and the mixture is heated at reflux for 60 hrs. The reaction is quenched sequentially with acetic acid (2 ml) 6 N HCl (5 ml) and water (25 ml). The organic solution is retained, dried with MgSO4, filtered, and is concentrated...